This data is from the Open Reaction Database (ORD), a public repository of structured organic reaction records. The task is: describe an organic reaction: reactants, conditions, products, and yield Starting materials: COC1=CC=C(C=C1)N1C(N(C(C2=CC(=C(C=C12)N1CCCC1)F)=O)OCC1=CC=CC=C1)=O (1-(4-methoxyphenyl)-6-fluoro-3-benzyloxy-7-pyrrolidin-1-yl-1H-quinazoline-2,4-dione). Reagents/catalysts: [Pd] (Pd/C). Product: COC1=CC=C(C=C1)N1C(N(C(C2=CC(=C(C=C12)N1CCCC1)F)=O)O)=O (1-(4-Methoxyphenyl)-6-fluoro-3-hydroxy-7-pyrrolidin-1-yl-1H-quinazoline-2,4-dione). The yield is 118.8%. As a reaction SMILES: [CH3:1][O:2][C:3]1[CH:8]=[CH:7][C:6]([N:9]2[C:18]3[C:13](=[CH:14][C:15]([F:24])=[C:16]([N:19]4[CH2:23][CH2:22][CH2:21][CH2:20]4)[CH:17]=3)[C:12](=[O:25])[N:11]([O:26]CC3C=CC=CC=3)[C:10]2=[O:34])=[CH:5][CH:4]=1>[Pd]>[CH3:1][O:2][C:3]1[CH:4]=[CH:5][C:6]([N:9]2[C:18]3[C:13](=[CH:14][C:15]([F:24])=[C:16]([N:19]4[CH2:20][CH2:21][CH2:22][CH2:23]4)[CH:17]=3)[C:12](=[O:25])[N:11]([OH:26])[C:10]2=[O:34])=[CH:7][CH:8]=1. Reported procedure: Using the General Method 6A, the reaction of 10% Pd/C (0.03 g) with 1-(4-methoxyphenyl)-6-fluoro-3-benzyloxy-7-pyrrolidin-1-yl-1H-quinazoline-2,4-dione (Example O-1, 0.09 g, 0.195 mmol) afforded 0.086 g of the title compound as a solid, mp 224-226° C. Reactants: N[C@@H](CC(N)=O)C(=O)NCC(=O)N[C@@H](C)C(=O)N[C@@H](CCC(OC(C)(C)C)=O)C(=O)N[C@@H](CC(OC(C)(C)C)=O)C(=O)N[C@@H](CCC(OC(C)(C)C)=O)C(=O)N[C@@H](CO)C(=O)N[C@@H](C)C(=O)OC(C)(C)C (H-Asn-Gly-Ala-Glu(OtBu)-Asp(OtBu)-Glu(OtBu)-Ser-Ala-OtBu), N([C@@H](CCCCNC(=O)OC(C)(C)C)C(=O)N[C@@H](CCCCNC(=O)OC(C)(C)C)C(=O)N[C@@H](CCCNC(N[N+](=O)[O-])=N)C(=O)N[C@@H](CCCNC(N[N+](=O)[O-])=N)C(=O)N1[C@H](C(=O)N[C@@H](C(C)C)C(=O)N[C@@H](CCCCNC(=O)OC(C)(C)C)C(=O)N[C@@H](C(C)C)C(=O)N[C@@H](CC2=CC=C(C=C2)OC(C)(C)C)C(=O)N2[C@H](C(=O)O)CCC2)CCC1)C(=O)OCC1=CC=CC=C1 (Z-Lys(BOC)-Lys(BOC)-Arg(NO2)-Arg(NO2)-Pro-Val-Lys(BOC)-Val-Tyr(tBu)-Pro-OH). Solvent: CN(C)C=O (DMF). Reaction conditions: temperature 0 celsius, time 15 minute. Yields the product N([C@@H](CCCCNC(=O)OC(C)(C)C)C(=O)N[C@@H](CCCCNC(=O)OC(C)(C)C)C(=O)N[C@@H](CCCNC(N[N+](=O)[O-])=N)C(=O)N[C@@H](CCCNC(N[N+](=O)[O-])=N)C(=O)N1[C@H](C(=O)N[C@@H](C(C)C)C(=O)N[C@@H](CCCCNC(=O)OC(C)(C)C)C(=O)N[C@@H](C(C)C)C(=O)N[C@@H](CC2=CC=C(C=C2)OC(C)(C)C)C(=O)N2[C@H](C(=O)N[C@@H](CC(N)=O)C(=O)NCC(=O)N[C@@H](C)C(=O)N[C@@H](CCC(OC(C)(C)C)=O)C(=O)N[C@@H](CC(OC(C)(C)C)=O)C(=O)N[C@@H](CCC(OC(C)(C)C)=O)C(=O)N[C@@H](CO)C(=O)N[C@@H](C)C(=O)OC(C)(C)C)CCC2)CCC1)C(=O)OCC1=CC=CC=C1 (Z-Lys(BOC)-Lys(BOC)-Arg(NO2)-Arg(NO2)-Pro-Val-Lys(BOC)-Val-Tyr(tBu)-Pro-Asn-Gly-Ala-Glu(OtBu)-Asp(OtBu)-Glu(OtBu)-Ser-Ala-OtBu). Isolated yield 85.1%. Reaction SMILES: [NH2:1][C@H:2]([C:7]([NH:9][CH2:10][C:11]([NH:13][C@H:14]([C:16]([NH:18][C@H:19]([C:29]([NH:31][C@H:32]([C:41]([NH:43][C@H:44]([C:54]([NH:56][C@H:57]([C:60]([NH:62][C@H:63]([C:65]([O:67][C:68]([CH3:71])([CH3:70])[CH3:69])=[O:66])[CH3:64])=[O:61])[CH2:58][OH:59])=[O:55])[CH2:45][CH2:46][C:47](=[O:53])[O:48][C:49]([CH3:52])([CH3:51])[CH3:50])=[O:42])[CH2:33][C:34](=[O:40])[O:35][C:36]([CH3:39])([CH3:38])[CH3:37])=[O:30])[CH2:20][CH2:21][C:22](=[O:28])[O:23][C:24]([CH3:27])([CH3:26])[CH3:25])=[O:17])[CH3:15])=[O:12])=[O:8])[CH2:3][C:4](=[O:6])[NH2:5].[NH:72]([C:193]([O:195][CH2:196][C:197]1[CH:202]=[CH:201][CH:200]=[CH:199][CH:198]=1)=[O:194])[C@H:73]([C:86]([NH:88][C@H:89]([C:102]([NH:104][C@H:105]([C:116]([NH:118][C@H:119]([C:130]([N:132]1[CH2:192][CH2:191][CH2:190][C@H:133]1[C:134]([NH:136][C@H:137]([C:141]([NH:143][C@H:144]([C:157]([NH:159][C@H:160]([C:164]([NH:166][C@H:167]([C:180]([N:182]1[CH2:189][CH2:188][CH2:187][C@H:183]1[C:184](O)=[O:185])=[O:181])[CH2:168][C:169]1[CH:174]=[CH:173][C:172]([O:175][C:176]([CH3:179])([CH3:178])[CH3:177])=[CH:171][CH:170]=1)=[O:165])[CH:161]([CH3:163])[CH3:162])=[O:158])[CH2:145][CH2:146][CH2:147][CH2:148][NH:149][C:150]([O:152][C:153]([CH3:156])([CH3:155])[CH3:154])=[O:151])=[O:142])[CH:138]([CH3:140])[CH3:139])=[O:135])=[O:131])[CH2:120][CH2:121][CH2:122][NH:123][C:124](=[NH:129])[NH:125][N+:126]([O-:128])=[O:127])=[O:117])[CH2:106][CH2:107][CH2:108][NH:109][C:110](=[NH:115])[NH:111][N+:112]([O-:114])=[O:113])=[O:103])[CH2:90][CH2:91][CH2:92][CH2:93][NH:94][C:95]([O:97][C:98]([CH3:101])([CH3:100])[CH3:99])=[O:96])=[O:87])[CH2:74][CH2:75][CH2:76][CH2:77][NH:78][C:79]([O:81][C:82]([CH3:85])([CH3:84])[CH3:83])=[O:80]>CN(C=O)C>[NH:72]([C:193]([O:195][CH2:196][C:197]1[CH:198]=[CH:199][CH:200]=[CH:201][CH:202]=1)=[O:194])[C@H:73]([C:86]([NH:88][C@H:89]([C:102]([NH:104][C@H:105]([C:116]([NH:118][C@H:119]([C:130]([N:132]1[CH2:192][CH2:191][CH2:190][C@H:133]1[C:134]([NH:136][C@H:137]([C:141]([NH:143][C@H:144]([C:157]([NH:159][C@H:160]([C:164]([NH:166][C@H:167]([C:180]([N:182]1[CH2:189][CH2:188][CH2:187][C@H:183]1[C:184]([NH:1][C@H:2]([C:7]([NH:9][CH2:10][C:11]([NH:13][C@H:14]([C:16]([NH:18][C@H:19]([C:29]([NH:31][C@H:32]([C:41]([NH:43][C@H:44]([C:54]([NH:56][C@H:57]([C:60]([NH:62][C@H:63]([C:65]([O:67][C:68]([CH3:69])([CH3:70])[CH3:71])=[O:66])[CH3:64])=[O:61])[CH2:58][OH:59])=[O:55])[CH2:45][CH2:46][C:47](=[O:53])[O:48][C:49]([CH3:50])([CH3:51])[CH3:52])=[O:42])[CH2:33][C:34](=[O:40])[O:35][C:36]([CH3:37])([CH3:38])[CH3:39])=[O:30])[CH2:20][CH2:21][C:22](=[O:28])[O:23][C:24]([CH3:25])([CH3:26])[CH3:27])=[O:17])[CH3:15])=[O:12])=[O:8])[CH2:3][C:4](=[O:6])[NH2:5])=[O:185])=[O:181])[CH2:168][C:169]1[CH:174]=[CH:173][C:172]([O:175][C:176]([CH3:178])([CH3:179])[CH3:177])=[CH:171][CH:170]=1)=[O:165])[CH:161]([CH3:162])[CH3:163])=[O:158])[CH2:145][CH2:146][CH2:147][CH2:148][NH:149][C:150]([O:152][C:153]([CH3:154])([CH3:156])[CH3:155])=[O:151])=[O:142])[CH:138]([CH3:140])[CH3:139])=[O:135])=[O:131])[CH2:120][CH2:121][CH2:122][NH:123][C:124](=[NH:129])[NH:125][N+:126]([O-:128])=[O:127])=[O:117])[CH2:106][CH2:107][CH2:108][NH:109][C:110](=[NH:115])[NH:111][N+:112]([O-:114])=[O:113])=[O:103])[CH2:90][CH2:91][CH2:92][CH2:93][NH:94][C:95]([O:97][C:98]([CH3:99])([CH3:100])[CH3:101])=[O:96])=[O:87])[CH2:74][CH2:75][CH2:76][CH2:77][NH:78][C:79]([O:81][C:82]([CH3:85])([CH3:83])[CH3:84])=[O:80]. Procedure: 3.0 g. (2.95 mmoles) of H-25-32-OtBu and 5.46 g. (2.95 mmoles) of Z-Lys(BOC)-Lys(BOC)-Arg(NO2)-Arg(NO2)-Pro-Val-Lys(BOC)-Val-Tyr(tBu)-Pro-OH (Brit. Pat. No. 1 201 053) are dissolved in 33 ml. of DMF. The solution is cooled to 0°C, and 3.35 g. (4.42 mmoles) of DCC-PFPOH complex are added to it. The reaction mixture is kept at 0°C for 15 minutes, thereafter at room temperature for 6 hours. The separated DCU is filtered off, and the filtrate is passed into 450 ml. of dry ether. The separated crude ... The reactants are CN(C=1C=CC(=C(C1)NC(CC1=CC=C(C=C1)OCC)=O)[N+](=O)[O-])C(=O)NC(C)C (N-[5-[methyl[[isopropylamino]carbonyl]amino]-2-nitrophenyl]4-ethoxy-benzeneacetamide). Reagents/catalysts: [Pd] (Pd/C). The solvent is CCOC(=O)C (EtOAc). Reaction conditions: time 4 hour. Product: NC1=C(C=C(C=C1)N(C(=O)NC(C)C)C)NC(CC1=CC=C(C=C1)OCC)=O (N-[2-amino-5-[methyl[[isopropylamino]carbonyl]amino]phenyl]-4-ethoxy-benzeneacetamide). The yield is 96.1%. As a reaction SMILES: [CH3:1][N:2]([C:25]([NH:27][CH:28]([CH3:30])[CH3:29])=[O:26])[C:3]1[CH:4]=[CH:5][C:6]([N+:22]([O-])=O)=[C:7]([NH:9][C:10](=[O:21])[CH2:11][C:12]2[CH:17]=[CH:16][C:15]([O:18][CH2:19][CH3:20])=[CH:14][CH:13]=2)[CH:8]=1>CCOC(C)=O.[Pd]>[NH2:22][C:6]1[CH:5]=[CH:4][C:3]([N:2]([CH3:1])[C:25]([NH:27][CH:28]([CH3:29])[CH3:30])=[O:26])=[CH:8][C:7]=1[NH:9][C:10](=[O:21])[CH2:11][C:12]1[CH:13]=[CH:14][C:15]([O:18][CH2:19][CH3:20])=[CH:16][CH:17]=1. Procedure: A mixture of N-[5-[methyl[[isopropylamino]carbonyl]amino]-2-nitrophenyl]4-ethoxy-benzeneacetamide (190 mg, 0.46 mmol) and 10% Pd/C in EtOAc (5.0 mL) was hydrogenated for 4 hours at 30 psi. The contents were filtered through Celite, and the Celite was washed with EtOAc (2×10.0 mL). The solvent was removed in vacuo to provide the title compound (170 mg, 99%), which was used without further purification. 1HNMR (400 MHz, CDCl3): δ 0.98 (d, J=6.5 Hz, 6H), 1.38 (t, J=7.1 Hz, 3H), 3.09 (s, 3H), 3.69 (s... Starting materials: CC(C)OC(=O)CBr, O=C([O-])[O-], CCC(CC)c1cccc2c1[nH]c(=O)n2C(=O)OC(C)(C)C, CN(C)C=O, [K+], [K+], O. Yields the product CCC(CC)c1cccc2c1n(CC(=O)OC(C)C)c(=O)n2C(=O)OC(C)(C)C. RXN SMILES: [Br:29][CH2:30][C:31](=[O:32])[O:33][CH:34]([CH3:35])[CH3:36].[C:23](=[O:24])([O-:25])[O-:26].[CH2:1]([CH3:2])[CH:3]([CH2:4][CH3:5])[c:6]1[cH:7][cH:8][cH:9][c:10]2[n:11]([C:16](=[O:17])[O:18][C:19]([CH3:20])([CH3:21])[CH3:22])[c:12](=[O:15])[nH:13][c:14]12.[CH3:37][N:38]([CH3:39])[CH:40]=[O:41].[K+:27].[K+:28].[OH2:42]>>[CH2:1]([CH3:2])[CH:3]([CH2:4][CH3:5])[c:6]1[cH:7][cH:8][cH:9][c:10]2[n:11]([C:16](=[O:17])[O:18][C:19]([CH3:20])([CH3:21])[CH3:22])[c:12](=[O:15])[n:13]([CH2:30][C:31](=[O:32])[O:33][CH:34]([CH3:35])[CH3:36])[c:14]12. Starting materials: CCCN, Cc1ccccc1, CCN1c2ncccc2N=C(Cl)c2cccnc21. Product: CCCNC1=Nc2cccnc2N(CC)c2ncccc21. Reaction SMILES: [CH2:19]([CH2:20][CH3:21])[NH2:22].[CH3:23][c:24]1[cH:25][cH:26][cH:27][cH:28][cH:29]1.[Cl:1][C:2]1=[N:8][c:7]2[c:6]([n:12][cH:11][cH:10][cH:9]2)[N:5]([CH2:13][CH3:14])[c:4]2[c:3]1[cH:18][cH:17][cH:16][n:15]2>>[C:2]1([NH:22][CH2:19][CH2:20][CH3:21])=[N:8][c:7]2[c:6]([n:12][cH:11][cH:10][cH:9]2)[N:5]([CH2:13][CH3:14])[c:4]2[c:3]1[cH:18][cH:17][cH:16][n:15]2. Reactants: CCOC(=O)c1c(-c2ccc(C(C)(C)C)cc2)n(C)n(-c2ccc(C#N)cc2)c1=O, O=C([O-])[O-], CCO, Cl, [K+], [K+], O. Product: Cn1c(-c2ccc(C(C)(C)C)cc2)c(C(=O)O)c(=O)n1-c1ccc(C#N)cc1. As a reaction SMILES: [C:1]([CH3:2])([CH3:3])([CH3:4])[c:5]1[cH:6][cH:7][c:8](-[c:11]2[n:12]([CH3:30])[n:13](-[c:22]3[cH:23][cH:24][c:25]([C:28]#[N:29])[cH:26][cH:27]3)[c:14](=[O:21])[c:15]2[C:16](=[O:17])[O:18][CH2:19][CH3:20])[cH:9][cH:10]1.[C:31](=[O:32])([O-:33])[O-:34].[CH3:37][CH2:38][OH:39].[ClH:40].[K+:35].[K+:36].[OH2:41]>>[C:1]([CH3:2])([CH3:3])([CH3:4])[c:5]1[cH:6][cH:7][c:8](-[c:11]2[n:12]([CH3:30])[n:13](-[c:22]3[cH:23][cH:24][c:25]([C:28]#[N:29])[cH:26][cH:27]3)[c:14](=[O:21])[c:15]2[C:16](=[O:17])[OH:18])[cH:9][cH:10]1. The reactants are ClC1=CC(=C(C=C1)C=1OCC(N1)(C)C)I (2-(4-chloro-2-iodophenyl)-4,4-dimethyl-4,5-dihydrooxazole), C(CCC)[Li] (n-butyl lithium), CON(C(CCN(C(OC(C)(C)C)=O)C)=O)C (tert-butyl 3-(methoxy(methyl)amino)-3-oxopropyl(methyl)carbamate). Solvent: C1CCOC1 (THF), C1CCOC1 (THF). Conditions: temperature 0 celsius, time 30 minute. Yields the product ClC=1C=CC(=C(C1)C(CCN(C(OC(C)(C)C)=O)C)=O)C=1OCC(N1)(C)C (tert-Butyl 3-(5-chloro-2-(4,4-dimethyl-4,5-dihydrooxazol-2-yl)phenyl)-3-oxopropyl(methyl)carbamate). Isolated yield 37.5%. As a reaction SMILES: [Cl:1][C:2]1[CH:7]=[CH:6][C:5]([C:8]2[O:9][CH2:10][C:11]([CH3:14])([CH3:13])[N:12]=2)=[C:4](I)[CH:3]=1.C([Li])CCC.CON(C)[C:24](=[O:36])[CH2:25][CH2:26][N:27]([CH3:35])[C:28](=[O:34])[O:29][C:30]([CH3:33])([CH3:32])[CH3:31]>C1COCC1>[Cl:1][C:2]1[CH:7]=[CH:6][C:5]([C:8]2[O:9][CH2:10][C:11]([CH3:14])([CH3:13])[N:12]=2)=[C:4]([C:24](=[O:36])[CH2:25][CH2:26][N:27]([CH3:35])[C:28](=[O:34])[O:29][C:30]([CH3:31])([CH3:32])[CH3:33])[CH:3]=1. Procedure details: To a solution of 2-(4-chloro-2-iodophenyl)-4,4-dimethyl-4,5-dihydrooxazole (3.3 g, 9.7 mmol) in dry THF (30 mL) at −78° C. was added n-butyl lithium (2.5 M in hexane, 4.0 mL, 10.0 mmol) drop wise. After stirring for 30 min, a solution of tert-butyl 3-(methoxy(methyl)amino)-3-oxopropyl(methyl)carbamate (2.0 g, 8.1 mmol) in dry THF (5 mL) was added. The reaction mixture was warmed slowly to 0° C. then stored in refrigerator (4° C.) over night. The reaction was then warmed to room temperature and s... Reactants: Oc1ccccc1Br, CC(=O)[O-], CC(=O)[O-], ClCCl, [Cu+2], O, c1ccncc1, OB(O)c1cccnc1. The product is Brc1ccccc1Oc1cccnc1. Reaction SMILES: [Br:1][c:2]1[c:3]([OH:8])[cH:4][cH:5][cH:6][cH:7]1.[C:28]([O-:29])(=[O:30])[CH3:31].[C:33]([O-:34])(=[O:35])[CH3:36].[Cl:24][CH2:25][Cl:26].[Cu+2:32].[OH2:27].[cH:18]1[cH:19][cH:20][n:21][cH:22][cH:23]1.[n:9]1[cH:10][c:11]([B:15]([OH:16])[OH:17])[cH:12][cH:13][cH:14]1>>[Br:1][c:2]1[c:3]([O:8][c:11]2[cH:10][n:9][cH:14][cH:13][cH:12]2)[cH:4][cH:5][cH:6][cH:7]1. Reactants: BrC(=CC=1N=CN(C1)C(C1=CC=CC=C1)(C1=CC=CC=C1)C1=CC=CC=C1)Br (4-(2,2-Dibromovinyl)-1-(triphenylmethyl)imidazole), Cl (HCl), BrC(=CC=1N=CNC1)Br (4-(2,2-Dibromovinyl)imidazole). The product is Cl.BrC(=CC=1N=CNC1)Br (4-(2,2-dibromovinyl)imidazole HCl). RXN SMILES: [Br:1][C:2]([Br:28])=[CH:3][C:4]1[N:5]=[CH:6][N:7](C(C2C=CC=CC=2)(C2C=CC=CC=2)C2C=CC=CC=2)[CH:8]=1.[ClH:29].BrC(Br)=CC1N=CNC=1>>[ClH:29].[Br:1][C:2]([Br:28])=[CH:3][C:4]1[N:5]=[CH:6][NH:7][CH:8]=1 |f:3.4|. Reported procedure: 4-(2,2-dibromovinyl)imidazole HCl was prepared by deprotection of compound 43 by treatment with HCl. ##STR79## 4-(2,2-Dibromovinyl)imidazole (48) 1H-NMR (300 MHz, CD3OD): δ8.98 (s, 1H), 8.18 (s, 1H), 7.60 (s, 1H); Mass Spectrum (Cl) m/e 251 (M+1). Run in CCCCCCC (heptane). The reactants are [Si](Cl)(Cl)(Cl)Cl (SiCl4), C(C)O (ethanol), CN1C=NC=C1 (1-methylimidazole). Run at time 8 hour. As a reaction SMILES: [Si](Cl)(Cl)(Cl)Cl.C(O)C.[CH3:9][N:10]1[CH:14]=[CH:13][N:12]=[CH:11]1>CCCCCCC>[CH3:9][N:10]1[CH:14]=[CH:13][N:12]=[CH:11]1.[CH3:9][N:10]1[CH:14]=[CH:13][N:12]=[CH:11]1.[CH3:9][N:10]1[CH:14]=[CH:13][N:12]=[CH:11]1 |f:5.6|. The product is CN1C=NC=C1 (MIA), CN1C=NC=C1.CN1C=NC=C1 (MIA MIA). Reported procedure: SiCl4 (50.0 g, 0.294 mol) is slowly added with icebath cooling and under an N2 atmosphere at a temperature of 10-15° C. to a solution of ethanol (54.3 g, 1.17 mol) and 1-methylimidazole (MIA, 98.9 g, 1.21 mol) in heptane (400 ml). The reaction mixture is stirred overnight and the phases are separated. 142.9 g of MIA hydrochloride are obtained as a colorless solid (theory: 141.9 g of MIA+MIA.HCl). The organic phase is cautiously concentrated, in order to keep losses of volatile product low. 48.1 ...